From a dataset of the Open Reaction Database (ORD), a public repository of structured organic reaction records. describe an organic reaction: reactants, conditions, products, and yield Product: CC(C(C=1C=CC(=CC1)O)O)N2CCC(CC2)CC=3C=CC=CC3 (ifenprodil). Procedure: To 10 ml of di-n-butyl ether were added 6.0 g of 4'-hydroxypropiophenone. 6.6 Grams of bromine were added dropwise to the mixture with stirring at room temperature, and the reaction liquid was stirred for an additional 10 minutes. To the reaction liquid were then added 7.5 g of 4-benzylpyridine, 4.0 g of potassium hydrogen carbonate, 1 ml of water and 50 ml of methanol, and the mixture was refluxed under heating for 5 hours. After stopping the heating, the reaction mixture was treated in the sam... The solvent is CO (methanol), O (water). Starting materials: C(CCC)OCCCC (di-n-butyl ether), OC1=CC=C(C=C1)C(CC)=O (4'-hydroxypropiophenone), BrBr (bromine), C(C1=CC=CC=C1)C1=CC=NC=C1 (4-benzylpyridine), C(O)([O-])=O.[K+] (potassium hydrogen carbonate). Reaction SMILES: C(OCCCC)CCC.[OH:10][C:11]1[CH:16]=[CH:15][C:14]([C:17](=[O:20])[CH2:18][CH3:19])=[CH:13][CH:12]=1.BrBr.[CH2:23]([C:30]1[CH:35]=[CH:34][N:33]=[CH:32][CH:31]=1)[C:24]1[CH:29]=[CH:28][CH:27]=[CH:26][CH:25]=1.C(=O)([O-])O.[K+]>CO.O>[CH3:19][CH:18]([N:33]1[CH2:34][CH2:35][CH:30]([CH2:23][C:24]2[CH:25]=[CH:26][CH:27]=[CH:28][CH:29]=2)[CH2:31][CH2:32]1)[CH:17]([OH:20])[C:14]1[CH:15]=[CH:16][C:11]([OH:10])=[CH:12][CH:13]=1 |f:4.5|. The yield is 90.0%. Starting materials: FC(COC1=C(C=CC=C1Cl)C)(F)F (2-(2,2,2-trifluoroethoxy)-3-chlorotoluene), C1CC(=O)N(C1=O)Br (NBS), CC(C)(C#N)N=NC(C)(C)C#N (AIBN). Run in C(Cl)(Cl)(Cl)Cl (CCl4). Yields the product FC(COC1=C(CBr)C=CC=C1Cl)(F)F (2-(2,2,2-trifluoroethoxy)-3-chlorobenzyl bromide). Reaction SMILES: [F:1][C:2]([F:14])([F:13])[CH2:3][O:4][C:5]1[C:10]([Cl:11])=[CH:9][CH:8]=[CH:7][C:6]=1[CH3:12].C1C(=O)N([Br:22])C(=O)C1.CC(N=NC(C#N)(C)C)(C#N)C>C(Cl)(Cl)(Cl)Cl>[F:14][C:2]([F:1])([F:13])[CH2:3][O:4][C:5]1[C:10]([Cl:11])=[CH:9][CH:8]=[CH:7][C:6]=1[CH2:12][Br:22]. Procedure details: To a stirred solution of 2-(2,2,2-trifluoroethoxy)-3-chlorotoluene (2.4 g, 11 mmol) from Step 1 above in CCl4 (40 mL) was added NBS (2.1 g, 11 mmol) and AIBN (1.8 g, 11 mmol). The mixture was refluxed for 8 h. The solvent was removed under reduced pressure and the residue was partitioned between EtOAc and saturated aqueous NaHCO3. The organic phase was dried (MgSO4), filtered, and the solvent was removed under reduced pressure. The residue was purified by silica gel column chromatography using h... Starting materials: CC(C)C[Al+]CC(C)C, CON(C)C(=O)c1cc(Br)ccc1C, Cl, [H-], C1CCOC1. The product is Cc1ccc(Br)cc1C=O. RXN SMILES: [CH2:16]([Al+:17][CH2:18][CH:19]([CH3:20])[CH3:21])[CH:22]([CH3:23])[CH3:24].[CH3:1][O:2][N:3]([C:4]([c:5]1[c:6]([CH3:12])[cH:7][cH:8][c:9]([Br:11])[cH:10]1)=[O:13])[CH3:14].[ClH:25].[H-:15].[O:26]1[CH2:27][CH2:28][CH2:29][CH2:30]1>>[CH:4]([c:5]1[c:6]([CH3:12])[cH:7][cH:8][c:9]([Br:11])[cH:10]1)=[O:13]. Reactants: CCOC(=O)C(C=O)CC, [Na+], OCCCl, O=S(=O)([O-])O, c1ccccc1. The product is CCOC(=O)C(=COCCCl)CC. RXN SMILES: [CH2:1]([CH3:2])[O:3][C:4]([CH:5]([CH2:6][CH3:7])[CH:8]=[O:9])=[O:10].[Na+:20].[OH:11][CH2:12][CH2:13][Cl:14].[S:15](=[O:16])(=[O:17])([OH:18])[O-:19].[cH:21]1[cH:22][cH:23][cH:24][cH:25][cH:26]1>>[CH2:1]([CH3:2])[O:3][C:4]([C:5]([CH2:6][CH3:7])=[CH:8][O:9][CH2:12][CH2:13][Cl:14])=[O:10]. The reactants are FCCBr, O=C([O-])[O-], CC#N, [K+], [K+], Oc1c(C2CCNCC2)cccc1C(F)(F)F. The product is Oc1c(C2CCN(CCF)CC2)cccc1C(F)(F)F. As a reaction SMILES: [Br:24][CH2:25][CH2:26][F:27].[C:18](=[O:19])([O-:20])[O-:21].[CH3:28][C:29]#[N:30].[K+:22].[K+:23].[NH:1]1[CH2:2][CH2:3][CH:4]([c:7]2[c:8]([OH:17])[c:9]([C:13]([F:14])([F:15])[F:16])[cH:10][cH:11][cH:12]2)[CH2:5][CH2:6]1>>[N:1]1([CH2:25][CH2:26][F:27])[CH2:2][CH2:3][CH:4]([c:7]2[c:8]([OH:17])[c:9]([C:13]([F:14])([F:15])[F:16])[cH:10][cH:11][cH:12]2)[CH2:5][CH2:6]1. The solvent is CO (methanol). Yields the product COC=1C=C(C=C(C1)OC)NCC=1C(=NC(=NC1)SC)NC (5-((3,5-dimethoxyphenylamino)methyl)-N-methyl-2-(methylthio)pyrimidin-4-amine). Reported procedure: A mixture of 4-(methylamino)-2-(methylthio)pyrimidine-5-carbaldehyde (1.0 g, 5.46 mmol) and 3,5-dimethoxyaniline (840 mg, 5.46 mmol) in methanol (60 mL) was stirred at RT for 3 h, followed by the addition of sodium cyanoborohydride (520 mg, 8.20 mmol) and 1 mL of acetic acid. The reaction mixture was then stirred at RT for another 4 h. LCMS showed the reaction was completed. The reaction was quenched by 30 mL of 1N HCl, then stirred for 0.5 h and extracted with ethyl acetate (3×50 mL). The organ... The reactants are CNC1=NC(=NC=C1C=O)SC (4-(methylamino)-2-(methylthio)pyrimidine-5-carbaldehyde), COC=1C=C(N)C=C(C1)OC (3,5-dimethoxyaniline), C(#N)[BH3-].[Na+] (sodium cyanoborohydride), C(C)(=O)O (acetic acid). Conditions: time 3 hour. As a reaction SMILES: [CH3:1][NH:2][C:3]1[C:8]([CH:9]=O)=[CH:7][N:6]=[C:5]([S:11][CH3:12])[N:4]=1.[CH3:13][O:14][C:15]1[CH:16]=[C:17]([CH:19]=[C:20]([O:22][CH3:23])[CH:21]=1)[NH2:18].C([BH3-])#N.[Na+].C(O)(=O)C>CO>[CH3:23][O:22][C:20]1[CH:19]=[C:17]([NH:18][CH2:9][C:8]2[C:3]([NH:2][CH3:1])=[N:4][C:5]([S:11][CH3:12])=[N:6][CH:7]=2)[CH:16]=[C:15]([O:14][CH3:13])[CH:21]=1 |f:2.3|. Starting materials: OC1=C(C(=NC2=CC=CC=C12)C)C(=O)OCC (ethyl 4-hydroxy-2-methyl-3-quinoline-carboxylate), COC1=CC=C(C=C1)N (p-anisidine). The solvent is C=1(C(=CC=CC1)C)C (xylene). Product: OC1=C(C(=NC2=CC=CC=C12)C)C(=O)NC1=CC=C(C=C1)OC (4-hydroxy-N-(4-methoxyphenyl)-2-methyl-3-quinoline-carboxamide). RXN SMILES: [OH:1][C:2]1[C:11]2[C:6](=[CH:7][CH:8]=[CH:9][CH:10]=2)[N:5]=[C:4]([CH3:12])[C:3]=1[C:13]([O:15]CC)=O.[CH3:18][O:19][C:20]1[CH:25]=[CH:24][C:23]([NH2:26])=[CH:22][CH:21]=1>C1(C)C(C)=CC=CC=1>[OH:1][C:2]1[C:11]2[C:6](=[CH:7][CH:8]=[CH:9][CH:10]=2)[N:5]=[C:4]([CH3:12])[C:3]=1[C:13]([NH:26][C:23]1[CH:24]=[CH:25][C:20]([O:19][CH3:18])=[CH:21][CH:22]=1)=[O:15]. Reported procedure: Using the procedure of Example 11, ethyl 4-hydroxy-2-methyl-3-quinoline-carboxylate [described in J. Het. Chem., Vol. 16 (1979), p. 1605] and p-anisidine in xylene were refluxed for 24 hours to obtain 4-hydroxy-N-(4-methoxyphenyl)-2-methyl-3-quinoline-carboxamide melting at 222° C. The reactants are N(=[N+]=[N-])CCSC=1C=C(C=NC1)C(=O)C=1N=CN2C1SC=C2 (7-[5-(2-azidoethylthio)pyridin-3-yl]carbonylimidazo[5,1-b]-thiazole), C(CCC)[Sn](CCCC)(CCCC)Cl (tri-n-butylstannyl chloride), C[Si](C)(C)[N-][Si](C)(C)C.[Li+].C1CCOC1 (lithium bis(trimethylsilyl)amide THF). Yields the product N(=[N+]=[N-])CCSC=1C=C(C=NC1)C(=O)C=1N=CN2C1SC(=C2)[Sn](CCCC)(CCCC)CCCC (7-[5-(2-Azidoethylthio)pyridin-3-yl]carbonyl-2-(tri-n-butylstannyl)imidazo[5,1-b]thiazole). RXN SMILES: [N:1]([CH2:4][CH2:5][S:6][C:7]1[CH:8]=[C:9]([C:13]([C:15]2[N:16]=[CH:17][N:18]3[CH:22]=[CH:21][S:20][C:19]=23)=[O:14])[CH:10]=[N:11][CH:12]=1)=[N+:2]=[N-:3].[CH2:23]([Sn:27](Cl)([CH2:32][CH2:33][CH2:34][CH3:35])[CH2:28][CH2:29][CH2:30][CH3:31])[CH2:24][CH2:25][CH3:26].C[Si]([N-][Si](C)(C)C)(C)C.[Li+].C1COCC1>>[N:1]([CH2:4][CH2:5][S:6][C:7]1[CH:8]=[C:9]([C:13]([C:15]2[N:16]=[CH:17][N:18]3[CH:22]=[C:21]([Sn:27]([CH2:28][CH2:29][CH2:30][CH3:31])([CH2:32][CH2:33][CH2:34][CH3:35])[CH2:23][CH2:24][CH2:25][CH3:26])[S:20][C:19]=23)=[O:14])[CH:10]=[N:11][CH:12]=1)=[N+:2]=[N-:3] |f:2.3.4|. Procedure details: The title compound (857 mg) was prepared in substantially the same manner as in step c) of Synthesis Example 1, except that 667 mg of 7-[5-(2-azidoethylthio)pyridin-3-yl]carbonylimidazo[5,1-b]-thiazole, 0.603 ml of tri-n-butylstannyl chloride, and 3.7 ml of a 1.0 N lithium bis(trimethylsilyl)amide/THF solution were used as the starting materials. Reactants: C(C)(C)(C)OC(=O)NC(C(=O)O)C1=CC=CC=C1 (2-(tert-butoxycarbonylamino)-2-phenylacetic acid), N12C[C@@H](C(CC1)CC2)O ((R)-quinuclidin-3-ol), C=1C=CC2=C(C1)N=NN2O (HOBt), C1CCC(CC1)N=C=NC2CCCCC2 (DCC). The solvent is C1CCOC1 (THF). Run at time 8 hour. Yields the product C(C)(C)(C)OC(=O)NC(C(=O)O[C@H]1CN2CCC1CC2)C2=CC=CC=C2 ((R)-quinuclidin-3-yl 2-(tert-butoxycarbonylamino)-2-phenylacetate). The yield is 58.6%. Reaction SMILES: [C:1]([O:5][C:6]([NH:8][CH:9]([C:13]1[CH:18]=[CH:17][CH:16]=[CH:15][CH:14]=1)[C:10]([OH:12])=[O:11])=[O:7])([CH3:4])([CH3:3])[CH3:2].[N:19]12[CH2:26][CH2:25][CH:22]([CH2:23][CH2:24]1)[C@@H:21](O)[CH2:20]2.C1C=CC2N(O)N=NC=2C=1.C1CCC(N=C=NC2CCCCC2)CC1>C1COCC1>[C:1]([O:5][C:6]([NH:8][CH:9]([C:13]1[CH:18]=[CH:17][CH:16]=[CH:15][CH:14]=1)[C:10]([O:12][C@@H:21]1[CH:22]2[CH2:25][CH2:26][N:19]([CH2:24][CH2:23]2)[CH2:20]1)=[O:11])=[O:7])([CH3:4])([CH3:2])[CH3:3]. Procedure details: A mixture of 2-(tert-butoxycarbonylamino)-2-phenylacetic acid (I3) (2.00 g, 7.96 mmol), (R)-quinuclidin-3-ol (1.21 g, 9.55 mmol), HOBt (1.46 g, 9.55 mmol), and DCC (1.97 g, 9.55 mmol) in dry THF (70 ml) was stirred at RT overnight. Then THF was evaporated and the crude was taken up with DCM and washed twice with 2M K2CO3 and brine. The organic phase was dried over Na2SO4, filtered, and evaporated to dryness. The crude was purified by flash chromatography (DCM/MeOH=95/5) to get (R)-quinuclidin-3-... Reactants: C[Si](C#CCCC1OC1)(C)C (trimethyl(4-(oxiran-2-yl)but-1-ynyl)silane), C(C)(=O)O (acetic acid), [Li+].[Br-] (LiBr). The solvent is C1CCOC1 (THF). Run at time 8 hour. Yields the product BrCC(CCC#C[Si](C)(C)C)O (1-bromo-6-(trimethylsilyl)hex-5-yn-2-ol). Yield: 37.2%. Reaction SMILES: [CH3:1][Si:2]([CH3:11])([CH3:10])[C:3]#[C:4][CH2:5][CH2:6][CH:7]1[CH2:9][O:8]1.C(O)(=O)C.[Li+].[Br-:17]>C1COCC1>[Br:17][CH2:9][CH:7]([OH:8])[CH2:6][CH2:5][C:4]#[C:3][Si:2]([CH3:11])([CH3:10])[CH3:1] |f:2.3|. Procedure details: To a stirred solution of trimethyl(4-(oxiran-2-yl)but-1-ynyl)silane (4.5 g, 27 mmol) in THF (90 mL) containing acetic acid (4.81 g, 80.21 mmol), was added at 0° C. anhydrous LiBr (3.71 g, 42.78 mmol). The reaction mixture was left stirring overnight at room temperature. The reaction was quenched with saturated NaCl and extracted with Et2O. The organic phase was washed once with a solution of 1M K2CO3 saturated with NaCl, brine, dried over MgSO4, filtered and concentrated. The crude residue was p...